This data is from the Open Reaction Database (ORD), a public repository of structured organic reaction records. The task is: describe an organic reaction: reactants, conditions, products, and yield Reactants: CN(C)CCN, CCOCC, Cl, CC(C(=O)O)c1cccc(C(=O)c2cc3ccsc3s2)c1. Yields the product CC(C(=O)NCCN(C)C)c1cccc(C(=O)c2cc3ccsc3s2)c1. Reaction SMILES: [CH3:22][N:23]([CH2:24][CH2:25][NH2:26])[CH3:27].[CH3:29][CH2:30][O:31][CH2:32][CH3:33].[ClH:28].[s:1]1[c:2]([C:9](=[O:10])[c:11]2[cH:12][c:13]([CH:17]([C:18](=[O:19])[OH:20])[CH3:21])[cH:14][cH:15][cH:16]2)[cH:3][c:4]2[c:5]1[s:6][cH:7][cH:8]2>>[s:1]1[c:2]([C:9](=[O:10])[c:11]2[cH:12][c:13]([CH:17]([C:18](=[O:20])[NH:26][CH2:25][CH2:24][N:23]([CH3:22])[CH3:27])[CH3:21])[cH:14][cH:15][cH:16]2)[cH:3][c:4]2[c:5]1[s:6][cH:7][cH:8]2. Reactants: C1(=CC=CC=C1)P(C1=CC=CC=C1)C1=CC=CC=C1 (triphenylphosphine), 3-dimethylmino-1-propanol, N(=NC(=O)OCC)C(=O)OCC (diethyl azodicarboxylate), Cl (hydrochloride), N1[C@H](C(=O)N[C@@H](CC2=CC=CC=C2)C(=O)OC)CCC1 (Pro-Phe-OMe), TEA, N#N (N2), COC1=CC=C(C=C1)S(=O)(=O)Cl (4-(Methoxy)benzenesulfonyl chloride), C(Cl)Cl (CH2Cl2). The solvent is C1CCOC1 (THF). Conditions: temperature 0 celsius, time 30 minute. Yields the product CN(CCCOC1=CC=C(C=C1)S(=O)(=O)N1[C@H](C(=O)N[C@@H](CC2=CC=CC=C2)C(=O)O)CCC1)C (N-[4-(3-Dimethylaminopropyloxy)-benzenesulfonyl]-L-prolyl-L-phenylalanine). RXN SMILES: [CH3:1][O:2][C:3]1[CH:8]=[CH:7][C:6]([S:9](Cl)(=[O:11])=[O:10])=[CH:5][CH:4]=1.Cl.[NH:14]1[CH2:33][CH2:32][CH2:31][C@H:15]1[C:16]([NH:18][C@H:19]([C:27]([O:29]C)=[O:28])[CH2:20][C:21]1[CH:26]=[CH:25][CH:24]=[CH:23][CH:22]=1)=[O:17].N#N.C1(P([C:49]2[CH:54]=CC=CC=2)C2C=CC=CC=2)C=CC=CC=1.[N:55]([C:62](OCC)=O)=NC(OCC)=O.[CH2:67](Cl)Cl>C1COCC1>[CH3:67][N:55]([CH3:62])[CH2:54][CH2:49][CH2:1][O:2][C:3]1[CH:8]=[CH:7][C:6]([S:9]([N:14]2[CH2:33][CH2:32][CH2:31][C@H:15]2[C:16]([NH:18][C@H:19]([C:27]([OH:29])=[O:28])[CH2:20][C:21]2[CH:26]=[CH:25][CH:24]=[CH:23][CH:22]=2)=[O:17])(=[O:11])=[O:10])=[CH:5][CH:4]=1. Procedure details: 4-(Methoxy)benzenesulfonyl chloride was dissolved in CH2Cl2 and chilled in an ice bath to 0° C. To this solution was added the hydrochloride of Pro-Phe-OMe (1 eq.) and TEA (2.2 eq). The reaction was allowed to warm to room temperature and stirred overnight under a stream of N2. The reaction mixture was then concentrated and the residue taken up in EtOAc and H2O and the organic phase was washed with sat. NaHCO3 and brine, dried (MgSO4), filtered, concentrated to a tacky solid and used without fur... Reactants: C([O-])([O-])=O.[K+].[K+] (potassium carbonate), CC(CCCCC)NCC=1C=NC=CC1 (3-(1-methylhexylaminomethyl)pyridine), CS(=O)(=O)Cl (methanesulfonyl chloride). Run in ClCCl (dichloromethane). Product: CC(CCCCC)N(S(=O)(=O)C)CC=1C=NC=CC1 (N-(1-methylhexyl)-N-(pyridin-3-ylmethyl)methanesulfonamide). As a reaction SMILES: [CH3:1][CH:2]([NH:8][CH2:9][C:10]1[CH:11]=[N:12][CH:13]=[CH:14][CH:15]=1)[CH2:3][CH2:4][CH2:5][CH2:6][CH3:7].C(=O)([O-])[O-].[K+].[K+].[CH3:22][S:23](Cl)(=[O:25])=[O:24]>ClCCl>[CH3:1][CH:2]([N:8]([CH2:9][C:10]1[CH:11]=[N:12][CH:13]=[CH:14][CH:15]=1)[S:23]([CH3:22])(=[O:25])=[O:24])[CH2:3][CH2:4][CH2:5][CH2:6][CH3:7] |f:1.2.3|. Procedure: A 3.1 g. portion of 3-(1-methylhexylaminomethyl)pyridine was dissolved in dichloromethane with stirring, and to it were added 2.1 g. of potassium carbonate and 1.16 ml. of methanesulfonyl chloride with cooling in an ice bath. The mixture was stirred at ambient temperature for 4 days. The reaction mixture was then extracted twice with 15 ml. portions of water, and the organic layer was dried over magnesium sulfate, filtered and evaporated under vacuum. The residue was dissolved in ethyl acetate a... Procedure details: To a magnetically stirred suspension of 4-methoxybenzaldehyde O-(4-amino-5-fluoropyrimidin-2-yl)oxime (0.075 g, 0.29 mmol) in anhydrous DMF (0.2 mL) was added DMF-DMA (0.068 g, 0.57 mmol) and the resulting mixture was stirred at room temperature for 3 h. The reaction mixture was diluted with Et2O (10 mL) and then was cooled to 0° C. The resulting solid was collected by vacuum filtration, and the cake was washed with cold Et2O followed by hexanes. The precipitate that formed in the filtrate was c... Starting materials: NC1=NC(=NC=C1F)ON=CC1=CC=C(C=C1)OC (4-methoxybenzaldehyde O-(4-amino-5-fluoropyrimidin-2-yl)oxime), CN(C)C(OC)OC (DMF-DMA). As a reaction SMILES: [NH2:1][C:2]1[C:7]([F:8])=[CH:6][N:5]=[C:4]([O:9][N:10]=[CH:11][C:12]2[CH:17]=[CH:16][C:15]([O:18][CH3:19])=[CH:14][CH:13]=2)[N:3]=1.[CH3:20][N:21]([CH:23](OC)OC)[CH3:22]>CN(C=O)C.CCOCC>[F:8][C:7]1[C:2]([N:1]=[CH:20][N:21]([CH3:23])[CH3:22])=[N:3][C:4]([O:9][N:10]=[CH:11][C:12]2[CH:17]=[CH:16][C:15]([O:18][CH3:19])=[CH:14][CH:13]=2)=[N:5][CH:6]=1. The yield is 75.0%. Solvent: CN(C)C=O (DMF), CCOCC (Et2O). Reaction conditions: time 3 hour. Yields the product FC=1C(=NC(=NC1)ON=CC1=CC=C(C=C1)OC)N=CN(C)C (N′-{5-fluoro-2-[1-(4-methoxyphenyl)-methylideneaminooxy]pyrimidin-4-yl}-N,N-dimethylformamidine). Reactants: S1C(=CC=C1)B(O)O (thiophene-2-boronic acid), BrC1=CC2=NC=CC(=C2S1)NC=1C=C2C=CNC2=CC1 ((2-bromo-thieno[3,2-b]pyridin-7-yl)-(1H-indol-5-yl)-amine). Yields the product N1C=CC2=CC(=CC=C12)NC1=C2C(=NC=C1)C=C(S2)C=2SC=CC2 ((1H-Indol-5-yl)-(2-thiophen-2-yl-thieno[3,2-b]pyridin-7-yl)-amine). As a reaction SMILES: [S:1]1[CH:5]=[CH:4][CH:3]=[C:2]1B(O)O.Br[C:10]1[S:18][C:17]2[C:12](=[N:13][CH:14]=[CH:15][C:16]=2[NH:19][C:20]2[CH:21]=[C:22]3[C:26](=[CH:27][CH:28]=2)[NH:25][CH:24]=[CH:23]3)[CH:11]=1>>[NH:25]1[C:26]2[C:22](=[CH:21][C:20]([NH:19][C:16]3[CH:15]=[CH:14][N:13]=[C:12]4[CH:11]=[C:10]([C:2]5[S:1][CH:5]=[CH:4][CH:3]=5)[S:18][C:17]=34)=[CH:28][CH:27]=2)[CH:23]=[CH:24]1. Reported procedure: The title compound was prepared from thiophene-2-boronic acid and (2-bromo-thieno[3,2-b]pyridin-7-yl)-(1H-indol-5-yl)-amine by a procedure analogous to example 17. 1H NMR (400 MHz, DMSO) d 11.1 (s, 2H), 8.27 (d, 1H), 7.73 (s, 1H), 7.48 (m, 5H), 7.19 (m, 1), 7.03 (d, 1H), 6.50 (s, 1H); LC-MS: 348 (MH+); HPLC RT: 5.11 minutes. Reaction SMILES: [BrH:18].[CH3:19][N:20]1[C:21](=[O:26])[CH2:22][NH:23][CH2:24][CH2:25]1.[Cl:1][c:2]1[cH:3][cH:4][c:5]([N+:15](=[O:16])[O-:17])[c:6]([N:8]2[CH2:9][CH2:10][CH:11]([CH3:14])[CH2:12][CH2:13]2)[n:7]1.[K+:27].[K+:28].[O-:29][C:30]([O-:31])=[O:32].[O:33]=[CH:34][N:35]([CH3:36])[CH3:37]>>[c:2]1([N:23]2[CH2:22][C:21](=[O:26])[N:20]([CH3:19])[CH2:25][CH2:24]2)[cH:3][cH:4][c:5]([N+:15](=[O:16])[O-:17])[c:6]([N:8]2[CH2:9][CH2:10][CH:11]([CH3:14])[CH2:12][CH2:13]2)[n:7]1. The product is CC1CCN(c2nc(N3CCN(C)C(=O)C3)ccc2[N+](=O)[O-])CC1. Reactants: Br, CN1CCNCC1=O, CC1CCN(c2nc(Cl)ccc2[N+](=O)[O-])CC1, [K+], [K+], O=C([O-])[O-], CN(C)C=O. The solvent is O (water), CO (methanol). Reported procedure: A solution of 19.6 gm (0.2 mol) of D-glucose (containing 0.1 mol of H2O) and 18.2 gm (0.2 mol) of 2,3-dihydroxypropylamine in 400 ml of water and 350 ml of methanol was, after the addition of 18 gm of Raney nickel, hydrogenated for 2 hours at 50° C. in an autoclave having stirring means, and then for 3 hours at 70° C., both at a hydrogen pressure of about 180 kg/cm. After the catalyst had been filtered off and the solvent removed by distillation under reduced pressure, the residue was recrystall... Run at time 2 hour. The product is OC(CNC[C@H](O)[C@@H](O)[C@H](O)[C@H](O)CO)CO (N-(2,3-dihydroxypropyl)-glucamine). Reagents/catalysts: [Ni] (Raney nickel). Reaction SMILES: O=[CH:2][C@@H:3]([C@H:5]([C@@H:7]([C@@H:9]([CH2:11][OH:12])[OH:10])[OH:8])[OH:6])[OH:4].[OH:13][CH:14]([CH2:17][OH:18])[CH2:15][NH2:16].[H][H]>O.CO.[Ni]>[OH:13][CH:14]([CH2:17][OH:18])[CH2:15][NH:16][CH2:2][C@@H:3]([C@H:5]([C@@H:7]([C@@H:9]([CH2:11][OH:12])[OH:10])[OH:8])[OH:6])[OH:4]. Starting materials: O=C[C@H](O)[C@@H](O)[C@H](O)[C@H](O)CO (D-glucose), OC(CN)CO (2,3-dihydroxypropylamine), [H][H] (hydrogen).